This data is from the Open Reaction Database (ORD), a public repository of structured organic reaction records. The task is: describe an organic reaction: reactants, conditions, products, and yield The reactants are Cc1ccc2c3c(ccc2n1)OCC(COS(=O)(=O)c1ccc(Br)cc1)O3, O=C([O-])O, CS(C)=O, CCN(C(C)C)C(C)C, Clc1cccc(N2CCNCC2)c1, Cl, [Na+]. The product is Cc1ccc2c3c(ccc2n1)OCC(CN1CCN(c2cccc(Cl)c2)CC1)O3. RXN SMILES: [Br:1][c:2]1[cH:3][cH:4][c:5]([S:6]([O:7][CH2:12][CH:13]2[CH2:14][O:15][c:16]3[c:17]([c:18]4[cH:19][cH:20][c:21]([CH3:26])[n:22][c:23]4[cH:24][cH:25]3)[O:27]2)(=[O:8])=[O:9])[cH:10][cH:11]1.[C:55](=[O:56])([OH:57])[O-:58].[CH3:51][S:52]([CH3:53])=[O:54].[CH:42]([N:43]([CH:44]([CH3:45])[CH3:46])[CH2:47][CH3:48])([CH3:49])[CH3:50].[Cl:29][c:30]1[cH:31][c:32]([N:36]2[CH2:37][CH2:38][NH:39][CH2:40][CH2:41]2)[cH:33][cH:34][cH:35]1.[ClH:28].[Na+:59]>>[CH2:12]([CH:13]1[CH2:14][O:15][c:16]2[c:17]([c:18]3[cH:19][cH:20][c:21]([CH3:26])[n:22][c:23]3[cH:24][cH:25]2)[O:27]1)[N:39]1[CH2:38][CH2:37][N:36]([c:32]2[cH:31][c:30]([Cl:29])[cH:35][cH:34][cH:33]2)[CH2:41][CH2:40]1. Starting materials: ClC1=C(C(=O)Cl)C=CC=C1 (Orthochlorobenzoyl chloride), cuprous cyanide, C(C)#N (acetonitrile). Run in C1(=CC=CC=C1)C (toluene). Product: ClC1=C(C=CC=C1)C(C#N)=O (orthochlorophenyloxoacetonitrile). Yield: 75.0%. RXN SMILES: [Cl:1][C:2]1[CH:10]=[CH:9][CH:8]=[CH:7][C:3]=1[C:4](Cl)=[O:5].[C:11](#[N:13])C>C1(C)C=CC=CC=1>[Cl:1][C:2]1[CH:10]=[CH:9][CH:8]=[CH:7][C:3]=1[C:4](=[O:5])[C:11]#[N:13]. Reported procedure: Orthochlorobenzoyl chloride (17.5 g, 0.1 mol), cuprous cyanide (11.65 g, 0.13 mol), and acetonitrile (8 mL) were refluxed in toluene (15 mL) for 3 hours, and were cooled to room temperature. Then, insoluble substances were removed through filtration, and the residue was washed with toluene. Solvent in the resulting filtrate was evaporated under reduced pressure, and the residue was distilled to obtain orthochlorophenyloxoacetonitrile (12.3 g, 75% yield). Reactants: ClC=1C=CC2=C(N3C(C(O2)(C(=O)O)C)=CC=C3)C1 (8-chloro-4-methyl-4H-pyrrolo[2,1-c][1,4]benzoxazine-4-carboxylic acid), OC1=C(C=CC=C1)N1C=CC=C1 (N-(2-hydroxyphenyl)-pyrrole), ClC=1C=CC(=C(C1)N1C=CC=C1)O (N-(5-chloro-2-hydroxyphenyl)-pyrrole). Yields the product ester, C(C)OC(=O)C1(OC2=C(N3C1=CC=C3)C=C(C=C2)Cl)C (8-chloro-4-methyl-4H-pyrrolo-[2,1-c][1,4]benzoxazine-4-carboxylic acid ethyl ester). Reaction SMILES: O[C:2]1C=CC=C[C:3]=1N1C=CC=C1.ClC1C=CC(O)=C(N2C=CC=C2)C=1.[Cl:26][C:27]1[CH:28]=[CH:29][C:30]2[O:35][C:34]([CH3:39])([C:36]([OH:38])=[O:37])[C:33]3=[CH:40][CH:41]=[CH:42][N:32]3[C:31]=2[CH:43]=1>>[CH2:2]([O:37][C:36]([C:34]1([CH3:39])[C:33]2=[CH:40][CH:41]=[CH:42][N:32]2[C:31]2[CH:43]=[C:27]([Cl:26])[CH:28]=[CH:29][C:30]=2[O:35]1)=[O:38])[CH3:3]. Procedure: In the same manner but replacing N-(2-hydroxyphenyl)-pyrrole with an equivalent amount of N-(5-chloro-2-hydroxyphenyl)-pyrrole, 8-chloro-4-methyl-4H-pyrrolo[2,1-c][1,4]benzoxazine-4-carboxylic acid, m.p. 153° - 154° C (dec), νmaxCHCl3 1,725, 1,510, 1,330cm-1, is obtained via the intermediate ester, 8-chloro-4-methyl-4H-pyrrolo-[2,1-c][1,4]benzoxazine-4-carboxylic acid ethyl ester, νmaxCHCl3 1,735 cm-1. Reaction SMILES: [CH3:32][N:33]([CH3:34])[CH:35]=[O:36].[Cl:1][CH2:2][c:3]1[cH:4][cH:5][cH:6][c:7]2[cH:8][cH:9][cH:10][cH:11][c:12]12.[c:13]1([P:19]([c:20]2[cH:21][cH:22][cH:23][cH:24][cH:25]2)[c:26]2[cH:27][cH:28][cH:29][cH:30][cH:31]2)[cH:14][cH:15][cH:16][cH:17][cH:18]1>>[CH2:2]([c:3]1[cH:4][cH:5][cH:6][c:7]2[cH:8][cH:9][cH:10][cH:11][c:12]12)[P+:19]([c:13]1[cH:14][cH:15][cH:16][cH:17][cH:18]1)([c:20]1[cH:21][cH:22][cH:23][cH:24][cH:25]1)[c:26]1[cH:27][cH:28][cH:29][cH:30][cH:31]1.[Cl-:1]. The reactants are CN(C)C=O, ClCc1cccc2ccccc12, c1ccc(P(c2ccccc2)c2ccccc2)cc1. Yields the product c1ccc([P+](Cc2cccc3ccccc23)(c2ccccc2)c2ccccc2)cc1, [Cl-]. Starting materials: C(C1=CC=CC=C1)OCC=O (Benzyloxyacetaldehyde), dimethyl(2-oxomethyl)phosphonate, O1CCCC1 (tetrahydrofuran), ClCCl (Dichloromethane), [OH-].[K+] (potassium hydroxide). Solvent: O (water). Conditions: time 30 minute. Product: C(C1=CC=CC=C1)OCC=CC(C)=O (5-benzyloxypent-3-en-2-one). RXN SMILES: [CH2:1]([O:8][CH2:9][CH:10]=O)[C:2]1[CH:7]=[CH:6][CH:5]=[CH:4][CH:3]=1.[OH-].[K+].Cl[CH2:15]Cl.[O:17]1[CH2:21][CH2:20]CC1>O>[CH2:1]([O:8][CH2:9][CH:10]=[CH:15][C:21](=[O:17])[CH3:20])[C:2]1[CH:3]=[CH:4][CH:5]=[CH:6][CH:7]=1 |f:1.2|. Procedure details: Benzyloxyacetaldehyde (0.90 g; 6.0 mmol) and dimethyl(2-oxomethyl)phosphonate (1.0 g; 6.0 mmol) were dissolved in a mixture of tetrahydrofuran (25 ml) and water (20 ml). 1N Aqueous potassium hydroxide (6 ml) was added and the mixture was stirred for 30 min. Dichloromethane (50 ml) was added and the organic phase was separated, dried (MgSO4) and evaporated in vacuo leaving 5-benzyloxypent-3-en-2-one. The reactants are [Mg] (magnesium), [Cl-].N (ammonia chloride), ice, C(C1=CC=CC=C1)OC1=CC(=CC=C1)Br (1-(benzyloxy)-3-bromobenzene), II (iodine), C1(CCCC1)=O (cyclopentanone). The solvent is C(C)OCC (diethyl ether), C(C)OCC (diethyl ether), C(C)OCC (diethyl ether). Run at time 8 hour. Yields the product C(C1=CC=CC=C1)OC=1C=C(C=CC1)C1(CCCC1)O (1-[3-(benzyloxy)phenyl] cyclopentanol). As a reaction SMILES: [Mg].II.[CH2:4]([O:11][C:12]1[CH:17]=[CH:16][CH:15]=[C:14](Br)[CH:13]=1)[C:5]1[CH:10]=[CH:9][CH:8]=[CH:7][CH:6]=1.[C:19]1(=[O:24])[CH2:23][CH2:22][CH2:21][CH2:20]1.[Cl-].N>C(OCC)C>[CH2:4]([O:11][C:12]1[CH:13]=[C:14]([C:19]2([OH:24])[CH2:23][CH2:22][CH2:21][CH2:20]2)[CH:15]=[CH:16][CH:17]=1)[C:5]1[CH:10]=[CH:9][CH:8]=[CH:7][CH:6]=1 |f:4.5|. Reported procedure: 1.85 g of magnesium was suspended in 15 mL of diethyl ether, to which a catalytic amount of iodine was added and then a solution of 20.00 g of 1-(benzyloxy)-3-bromobenzene in 40 mL of diethyl ether was added dropwise and this mixture was stirred for 8 hours while heating it under reflux. The reaction mixture was cooled to 5° C., to which a solution of 6.72 mL of cyclopentanone in 20 mL of diethyl ether was added dropwise, and this mixture was stirred for one hour at room temperature. Then an aqu... Reactants: oxalate salt, CN1CCC2(CC1)COC1=CC=3CCNC3C=C12 (1'-methyl-2,3,6,7-tetrahydrospiro[furo[2,3-f]indole-3,4'-piperidine]), CC1=C(C=CC(=C1)C1=NC(=NO1)C)C1=CC=C(C=C1)C(=O)O (2'-methyl-4'-(3-methyl-1,2,4-oxadiazol-5-yl)biphenyl-4-carboxylic acid). Product: CN1CCC2(CC1)COC1=CC=3CCN(C3C=C12)C(=O)C1=CC=C(C=C1)C1=C(C=C(C=C1)C1=NC(=NO1)C)C (1'-Methyl-5-(2'-methyl-4'-(3-methyl-1,2,4-oxadiazol-5-yl)biphenyl-4-carbonyl)-2,3,6,7-tetrahydrospiro[furo[2,3-f]indole-3,4'-piperidine]), solid. Yield: 3.0%. Reaction SMILES: [CH3:1][N:2]1[CH2:7][CH2:6][C:5]2([C:18]3[C:10](=[CH:11][C:12]4[CH2:13][CH2:14][NH:15][C:16]=4[CH:17]=3)[O:9][CH2:8]2)[CH2:4][CH2:3]1.[CH3:19][C:20]1[CH:25]=[C:24]([C:26]2[O:30][N:29]=[C:28]([CH3:31])[N:27]=2)[CH:23]=[CH:22][C:21]=1[C:32]1[CH:37]=[CH:36][C:35]([C:38](O)=[O:39])=[CH:34][CH:33]=1>>[CH3:1][N:2]1[CH2:3][CH2:4][C:5]2([C:18]3[C:10](=[CH:11][C:12]4[CH2:13][CH2:14][N:15]([C:38]([C:35]5[CH:34]=[CH:33][C:32]([C:21]6[CH:22]=[CH:23][C:24]([C:26]7[O:30][N:29]=[C:28]([CH3:31])[N:27]=7)=[CH:25][C:20]=6[CH3:19])=[CH:37][CH:36]=5)=[O:39])[C:16]=4[CH:17]=3)[O:9][CH2:8]2)[CH2:6][CH2:7]1. Reported procedure: The title compound was prepared from 1'-methyl-2,3,6,7-tetrahydrospiro [furo[2,3-f]indole-3,4'-piperidine] (D8) and 2'-methyl-4'-(3-methyl-1,2,4-oxadiazol-5-yl)biphenyl-4-carboxylic acid (D29) using a similar procedure to Example 1. This was converted to its oxalate salt, which was obtained as a yellow solid (3%). Starting materials: CO, Cl, CC(C)Oc1ccc(C(Cc2ccccc2)(NS(=O)C(C)(C)C)c2cc(F)cc(OC(F)(F)C(F)F)c2)cc1F. Product: CC(C)Oc1ccc(C(N)(Cc2ccccc2)c2cc(F)cc(OC(F)(F)C(F)F)c2)cc1F. As a reaction SMILES: [CH3:42][OH:43].[ClH:41].[F:1][c:2]1[cH:3][c:4]([C:12]([CH2:13][c:14]2[cH:15][cH:16][cH:17][cH:18][cH:19]2)([c:20]2[cH:21][c:22]([F:33])[cH:23][c:24]([O:26][C:27]([CH:28]([F:29])[F:30])([F:31])[F:32])[cH:25]2)[NH:34][S:35]([C:36]([CH3:37])([CH3:38])[CH3:39])=[O:40])[cH:5][cH:6][c:7]1[O:8][CH:9]([CH3:10])[CH3:11]>>[F:1][c:2]1[cH:3][c:4]([C:12]([CH2:13][c:14]2[cH:15][cH:16][cH:17][cH:18][cH:19]2)([c:20]2[cH:21][c:22]([F:33])[cH:23][c:24]([O:26][C:27]([CH:28]([F:29])[F:30])([F:31])[F:32])[cH:25]2)[NH2:34])[cH:5][cH:6][c:7]1[O:8][CH:9]([CH3:10])[CH3:11]. The reactants are [Cl-], Cl, CCCCSc1ccc(N)c([N+](=O)[O-])c1. Product: CCCCSc1ccc(N)c(N)c1. Reaction SMILES: [Cl-:17].[ClH:16].[NH2:1][c:2]1[c:3]([N+:13]([O-:14])=[O:15])[cH:4][c:5]([S:8][CH2:9][CH2:10][CH2:11][CH3:12])[cH:6][cH:7]1>>[NH2:1][c:2]1[c:3]([NH2:13])[cH:4][c:5]([S:8][CH2:9][CH2:10][CH2:11][CH3:12])[cH:6][cH:7]1.